From a dataset of the Open Reaction Database (ORD), a public repository of structured organic reaction records. describe an organic reaction: reactants, conditions, products, and yield Reactants: C(C)(C)(C)N (tert-butylamine), C1(=CC=CC=C1)C1=C2C(=NS1)C(=O)OC2=O (5-phenyl-isothiazole-3,4-dicarboxylic anhydride). The solvent is ClCCl (dichloromethane). Run at time 3 hour. Yields the product C(C)(C)(C)NC(=O)C1=NSC(=C1C(=O)O)C1=CC=CC=C1 (3-tert.-Butylaminocarbonyl-5-phenyl-isothiazole- 4-carboxylic acid). The yield is 49.0%. Reaction SMILES: [C:1]([NH2:5])([CH3:4])([CH3:3])[CH3:2].[C:6]1([C:12]2[S:16][N:15]=[C:14]3[C:17]([O:19][C:20](=[O:21])[C:13]=23)=[O:18])[CH:11]=[CH:10][CH:9]=[CH:8][CH:7]=1>ClCCl>[C:1]([NH:5][C:17]([C:14]1[C:13]([C:20]([OH:21])=[O:19])=[C:12]([C:6]2[CH:11]=[CH:10][CH:9]=[CH:8][CH:7]=2)[S:16][N:15]=1)=[O:18])([CH3:4])([CH3:3])[CH3:2]. Reported procedure: With ice cooling, 0.64 g (8.8 mmol) of tert-butylamine was dripped into 2.0 g (8.7 mmol) of 5-phenyl-isothiazole-3,4-dicarboxylic anhydride in 10 ml of dichloromethane, and the whole was stirred for 3 hours at room temperature. The solution was when evaporated down, 25 ml of water was added, and the solution was acidified to a pH of 2 with 6N HCl and extracted three times, each time with 30 ml of ethyl acetate. The organic phase was washed with 20 ml of saturated sodium chloride solution, dried ... The reactants are COC, CC1CCN(C(=O)NCCc2ccc(S(=O)(=O)NC(S)=NC3CCCCC3)cc2)C(=O)C1, [Na+], C1CCOC1, [OH-], O. Product: CC1CCN(C(=O)NCCc2ccc(S(=O)(=O)NC(=O)NC3CCCCC3)cc2)C(=O)C1. RXN SMILES: [CH3:1][O:2][CH3:3].[CH3:4][CH:5]1[CH2:6][C:7](=[O:35])[N:8]([C:11](=[O:12])[NH:13][CH2:14][CH2:15][c:16]2[cH:17][cH:18][c:19]([S:22](=[O:23])(=[O:24])[NH:25][C:26]([SH:27])=[N:28][CH:29]3[CH2:30][CH2:31][CH2:32][CH2:33][CH2:34]3)[cH:20][cH:21]2)[CH2:9][CH2:10]1.[Na+:37].[O:38]1[CH2:39][CH2:40][CH2:41][CH2:42]1.[OH-:36].[OH2:43]>>[O:2]=[C:26]([NH:25][S:22]([c:19]1[cH:18][cH:17][c:16]([CH2:15][CH2:14][NH:13][C:11]([N:8]2[C:7](=[O:35])[CH2:6][CH:5]([CH3:4])[CH2:10][CH2:9]2)=[O:12])[cH:21][cH:20]1)(=[O:23])=[O:24])[NH:28][CH:29]1[CH2:30][CH2:31][CH2:32][CH2:33][CH2:34]1. The reactants are NC1=NC(=C(C=C1)Br)CC (2-amino-5-bromo-6-ethylpyridine), N1(CCOCC1)S(=O)(=O)C1=CC=C(C=C1)S (4-(N -morpholinylsulfonyl)thiophenol), ClC1=C(C=CC(=C1)Cl)S(=O)(=O)Cl (2,4-dichlorophenylsulfonyl chloride). Product: ClC1=C(C=CC(=C1)Cl)S(=O)(=O)NC1=NC(=C(C=C1)SC1=CC=C(C=C1)S(=O)(=O)N1CCOCC1)CC (2,4-Dichloro-N-{6-ethyl-5-[4-(morpholine-4-sulfonyl) -phenylsulfanyl]-pyridin-2-yl}-benzenesulfonamide). As a reaction SMILES: [NH2:1][C:2]1[CH:7]=[CH:6][C:5](Br)=[C:4]([CH2:9][CH3:10])[N:3]=1.[N:11]1([S:17]([C:20]2[CH:25]=[CH:24][C:23]([SH:26])=[CH:22][CH:21]=2)(=[O:19])=[O:18])[CH2:16][CH2:15][O:14][CH2:13][CH2:12]1.[Cl:27][C:28]1[CH:33]=[C:32]([Cl:34])[CH:31]=[CH:30][C:29]=1[S:35](Cl)(=[O:37])=[O:36]>>[Cl:27][C:28]1[CH:33]=[C:32]([Cl:34])[CH:31]=[CH:30][C:29]=1[S:35]([NH:1][C:2]1[CH:7]=[CH:6][C:5]([S:26][C:23]2[CH:22]=[CH:21][C:20]([S:17]([N:11]3[CH2:12][CH2:13][O:14][CH2:15][CH2:16]3)(=[O:19])=[O:18])=[CH:25][CH:24]=2)=[C:4]([CH2:9][CH3:10])[N:3]=1)(=[O:37])=[O:36]. Procedure details: Prepared from 2-amino-5-bromo-6-ethylpyridine and 4-(N -morpholinylsulfonyl)thiophenol according to General Method 11 step 1 followed by reaction with 2,4-dichlorophenylsulfonyl chloride according to General Method 11 step 2. 1H NMR (CDCl3): 8.00 (1 H, d, J 10 Hz, A-ring CH ortho to SO2NH), 7.50 & 6.98 (2×2 H, 2×d, C-ring CH's), 7.45 (1 H, d, J 10 Hz, A-ring CH ortho to Cl), 7.35 (1 H, s, A ring CH ortho to 2×Cl), 7.26 & 6.74 (2×1 H, 2×d, 2×J 10 Hz, pyridyl CH's), 3.63-3.56 (4H, m, CH2CH2), 2.88... The reactants are CCOC(=O)CBr, ClCCl, Fc1ccc(C(Cl)c2ccc(F)cc2)cc1, I, [Zn]. The product is CCOC(=O)CC(c1ccc(F)cc1)c1ccc(F)cc1. As a reaction SMILES: [Br:2][CH2:3][C:4](=[O:5])[O:6][CH2:7][CH3:8].[Cl:25][CH2:26][Cl:27].[F:9][c:10]1[cH:11][cH:12][c:13]([CH:14]([c:15]2[cH:16][cH:17][c:18]([F:21])[cH:19][cH:20]2)[Cl:22])[cH:23][cH:24]1.[I:1].[Zn:28]>>[CH2:3]([C:4](=[O:5])[O:6][CH2:7][CH3:8])[CH:14]([c:13]1[cH:12][cH:11][c:10]([F:9])[cH:24][cH:23]1)[c:15]1[cH:16][cH:17][c:18]([F:21])[cH:19][cH:20]1.